This data is from the Open Reaction Database (ORD), a public repository of structured organic reaction records. The task is: describe an organic reaction: reactants, conditions, products, and yield Reactants: ClC1=C(C(=O)N=C=O)C(=CC=C1)Cl (2,6-dichlorobenzoylisocyanate), CC=1C(=NC=C(C1)C#N)OC1=C(C=C(N)C=C1Cl)Cl (4-(3-methyl-5-cyano-2-pyridinoxy)-3,5-dichloroaniline). The solvent is C1(=CC=CC=C1)C (toluene), C1(=CC=CC=C1)C (toluene). Yields the product CC=1C(=NC=C(C1)C#N)OC1=C(C=C(C=C1Cl)NC(=O)NC(C1=C(C=CC=C1Cl)Cl)=O)Cl (1-[4-(3-methyl-5-cyano-2-pyridyloxy)-3,5-dichlorophenyl]-3-(2,6-dichlorobenzoyl)urea). Isolated yield 71.1%. As a reaction SMILES: [CH3:1][C:2]1[C:3]([O:10][C:11]2[C:17]([Cl:18])=[CH:16][C:14]([NH2:15])=[CH:13][C:12]=2[Cl:19])=[N:4][CH:5]=[C:6]([C:8]#[N:9])[CH:7]=1.[Cl:20][C:21]1[CH:31]=[CH:30][CH:29]=[C:28]([Cl:32])[C:22]=1[C:23]([N:25]=[C:26]=[O:27])=[O:24]>C1(C)C=CC=CC=1>[CH3:1][C:2]1[C:3]([O:10][C:11]2[C:12]([Cl:19])=[CH:13][C:14]([NH:15][C:26]([NH:25][C:23](=[O:24])[C:22]3[C:28]([Cl:32])=[CH:29][CH:30]=[CH:31][C:21]=3[Cl:20])=[O:27])=[CH:16][C:17]=2[Cl:18])=[N:4][CH:5]=[C:6]([C:8]#[N:9])[CH:7]=1. Reported procedure: To a 100 mL flask equipped with magnetic stirrer, condenser, under nitrogen atmosphere was added 4-(3-methyl-5-cyano-2-pyridinoxy)-3,5-dichloroaniline (1.7 g, 5.78 mmol) and toluene (15 mL). The resulting mixture was heated up to 90° to form a solution. A solution of 2,6-dichlorobenzoylisocyanate (2.0 g, 9.25 mmol) in 2 mL of toluene was added to the above solution. The resulting mixture was heated at 90° for 1.5 hours and then cooled. The cold reaction mixture was filtered and the solid was was... Reactants: [N+](=O)([O-])C1=CC=C(OC(=O)Cl)C=C1 (p-nitrophenoxycarbonylchloride), [Si](C)(C)(C(C)(C)C)OCCO (2-(t-butyldimethylsilyloxy)ethanol), CN1CCOCC1 (4-methylmorpholine). Solvent: C(Cl)Cl (methylene chloride), C(Cl)Cl (methylene chloride), C(Cl)Cl (methylene chloride). Run at time 2 hour. Product: [Si](C)(C)(C(C)(C)C)OCCOC(=O)OC1=CC=C(C=C1)[N+](=O)[O-] (1-(t-Butyldimethylsilyloxy)-2-(p-nitrophenoxycarbonyloxy)ethane). Reaction SMILES: [N+:1]([C:4]1[CH:13]=[CH:12][C:7]([O:8][C:9](Cl)=[O:10])=[CH:6][CH:5]=1)([O-:3])=[O:2].[Si:14]([O:21][CH2:22][CH2:23][OH:24])([C:17]([CH3:20])([CH3:19])[CH3:18])([CH3:16])[CH3:15].CN1CCOCC1>C(Cl)Cl>[Si:14]([O:21][CH2:22][CH2:23][O:24][C:9]([O:8][C:7]1[CH:6]=[CH:5][C:4]([N+:1]([O-:3])=[O:2])=[CH:13][CH:12]=1)=[O:10])([C:17]([CH3:19])([CH3:20])[CH3:18])([CH3:16])[CH3:15]. Reported procedure: A 604 mg (3.00 mmol) sample of p-nitrophenoxycarbonylchloride in 3 mL of methylene chloride was added to a solution of 0.528 g (3.00 mmol) of 2-(t-butyldimethylsilyloxy)ethanol and 0.330 mL of 4-methylmorpholine in 2 mL of methylene chloride cooled in an ice bath. The solution was stirred for 2 hours. The mixture was diluted with methylene chloride, which was washed with water, dried and concentrated. The crude product was chromatographed on silica gel, eluting with 10% ethyl acetate in hexane. ... Starting materials: C([O-])([O-])=O.[K+].[K+] (potassium carbonate), C[Si](C1=CC=C(CBr)C=C1)(C)C (p-trimethylsilylbenzylbromide), ClC=1C(N(N=CC1O)CC)=O (4-chloro-2-ethyl-5-hydroxy-3(2H)-pyridazinone), O (water). Run in CN(C=O)C (N,N-dimethylformamide). The product is ClC=1C(N(N=CC1OCC1=CC=C(C=C1)[Si](C)(C)C)CC)=O (4-chloro-2-ethyl-5-(p-trimethylsilylbenzyloxy)-3-(2H)-pyridazinone). Yield: 58.7%. As a reaction SMILES: C(=O)([O-])[O-].[K+].[K+].[CH3:7][Si:8]([CH3:18])([CH3:17])[C:9]1[CH:16]=[CH:15][C:12]([CH2:13]Br)=[CH:11][CH:10]=1.[Cl:19][C:20]1[C:21](=[O:29])[N:22]([CH2:27][CH3:28])[N:23]=[CH:24][C:25]=1[OH:26].O>CN(C)C=O>[Cl:19][C:20]1[C:21](=[O:29])[N:22]([CH2:27][CH3:28])[N:23]=[CH:24][C:25]=1[O:26][CH2:13][C:12]1[CH:15]=[CH:16][C:9]([Si:8]([CH3:18])([CH3:17])[CH3:7])=[CH:10][CH:11]=1 |f:0.1.2|. Reported procedure: 1.8 g of anhydrous potassium carbonate and 2.1 g of p-trimethylsilylbenzylbromide were added to 1.5 g of 4-chloro-2-ethyl-5-hydroxy-3(2H)-pyridazinone dissolved in 10 ml of N,N-dimethylformamide, and the resulting mixture was heated in an oil bath of 120°-130° C. for 2 hours. After the reaction mixture was allowed to cool to room temperature, 100 ml of water was added thereto and the mixture was stirred vigorously. Precipitate was filtered, washed with water and dried to obtain 1.7 g of a crude ...